Dataset: the Open Reaction Database (ORD), a public repository of structured organic reaction records. Task: describe an organic reaction: reactants, conditions, products, and yield Reactants: BrN1C(CCC1=O)=O (N-bromo-succinimide), C[O-].[Na+] (sodium methoxide), ClC1=CC=C(C=C1)C1C2=C(CN(C1)C)SC(=C2)C (4-(p-chloro-phenyl)-2,6-dimethyl-4,5,6,7-tetrahydro-thieno[2,3-c]pyridine), N(=NC(C#N)(C)C)C(C#N)(C)C (azo-bis-isobutyronitrile). Solvent: O (water), C(Cl)(Cl)(Cl)Cl (carbon tetrachloride), CO (methanol). The product is COCC1=CC2=C(CN(CC2C2=CC=C(C=C2)Cl)C)S1 (2-(Methoxy-methyl)-4-(p-chloro-phenyl)-6-methyl-4,5,6,7-tetrahydro-thieno[2,3-c]pyridine). Reaction SMILES: [Cl:1][C:2]1[CH:7]=[CH:6][C:5]([CH:8]2[CH2:13][N:12]([CH3:14])[CH2:11][C:10]3[S:15][C:16]([CH3:18])=[CH:17][C:9]2=3)=[CH:4][CH:3]=1.BrN1[C:24](=[O:25])CCC1=O.N(C(C)(C)C#N)=NC(C)(C)C#N.C[O-].[Na+]>C(Cl)(Cl)(Cl)Cl.CO.O>[CH3:24][O:25][CH2:18][C:16]1[S:15][C:10]2[CH2:11][N:12]([CH3:14])[CH2:13][CH:8]([C:5]3[CH:4]=[CH:3][C:2]([Cl:1])=[CH:7][CH:6]=3)[C:9]=2[CH:17]=1 |f:3.4|. Procedure details: 2.79 gm (0.01-ol) of 4-(p-chloro-phenyl)-2,6-dimethyl-4,5,6,7-tetrahydro-thieno[2,3-c]pyridine were dissolved in 50 ml of carbon tetrachloride, the solution was heated at its boiling point with 1.8 gm of N-bromo-succinimide and 0.1 gm of azo-bis-isobutyronitrile for several hours. The resulting succinimide was suction-filtered off, and the solvent was removed in a rotary evaporator. The residue was admixed with a solution of 0.01 mol of sodium methoxide in methanol, and the mixture was heated at... Reactants: O=C1CCC(=O)N1Br, O=C(OOC(=O)c1ccccc1)c1ccccc1, ClC(Cl)(Cl)Cl, CCOC(=O)c1ccc(C=Cc2cc3c(cc2C)C(C)(C)C(OC(C)=O)CC3(C)C)cc1. Product: CCOC(=O)c1ccc(C=Cc2cc3c(cc2CBr)C(C)(C)C(OC(C)=O)CC3(C)C)cc1. RXN SMILES: [Br:33][N:34]1[C:35](=[O:36])[CH2:37][CH2:38][C:39]1=[O:40].[C:41]([O:42][O:43][C:44](=[O:45])[c:46]1[cH:47][cH:48][cH:49][cH:50][cH:51]1)(=[O:52])[c:53]1[cH:54][cH:55][cH:56][cH:57][cH:58]1.[C:59]([Cl:60])([Cl:61])([Cl:62])[Cl:63].[CH2:1]([CH3:2])[O:3][C:4]([c:5]1[cH:6][cH:7][c:8]([CH:11]=[CH:12][c:13]2[cH:14][c:15]3[c:20]([cH:21][c:22]2[CH3:23])[C:19]([CH3:24])([CH3:25])[CH:18]([O:26][C:27]([CH3:28])=[O:29])[CH2:17][C:16]3([CH3:30])[CH3:31])[cH:9][cH:10]1)=[O:32]>>[CH2:1]([CH3:2])[O:3][C:4]([c:5]1[cH:6][cH:7][c:8]([CH:11]=[CH:12][c:13]2[cH:14][c:15]3[c:20]([cH:21][c:22]2[CH2:23][Br:33])[C:19]([CH3:24])([CH3:25])[CH:18]([O:26][C:27]([CH3:28])=[O:29])[CH2:17][C:16]3([CH3:30])[CH3:31])[cH:9][cH:10]1)=[O:32]. RXN SMILES: [CH3:29][N:30]([CH3:31])[CH:32]=[O:33].[Cl:14][CH:15]([CH2:16][n:17]1[cH:18][n:19][cH:20][cH:21]1)[c:22]1[c:23]([CH3:28])[cH:24][cH:25][cH:26][cH:27]1.[H-:12].[Na+:13].[SH:1][c:2]1[cH:3][cH:4][c:5]([C:6](=[O:7])[O:8][CH3:9])[cH:10][cH:11]1>>[S:1]([c:2]1[cH:3][cH:4][c:5]([C:6](=[O:7])[O:8][CH3:9])[cH:10][cH:11]1)[CH:15]([CH2:16][n:17]1[cH:18][n:19][cH:20][cH:21]1)[c:22]1[c:23]([CH3:28])[cH:24][cH:25][cH:26][cH:27]1. Product: COC(=O)c1ccc(SC(Cn2ccnc2)c2ccccc2C)cc1. Reactants: CN(C)C=O, Cc1ccccc1C(Cl)Cn1ccnc1, [H-], [Na+], COC(=O)c1ccc(S)cc1.